Dataset: the Open Reaction Database (ORD), a public repository of structured organic reaction records. Task: describe an organic reaction: reactants, conditions, products, and yield Starting materials: BrC1=CC2=C(N3C4=C(C(N2)=O)C=CC=C4CC3)C=C1 (9-bromo-1,2-dihydrobenzo[b]pyrrolo[3,2,1-jk][1,4]benzodiazepin-6-one), COC1=CC=C(C=C1)P1(SP(S1)(C1=CC=C(C=C1)OC)=S)=S (2,4-bis(4-methoxyphenyl)-1,3-dithia-2,4-diphosphetane-2,4-disulfide). Solvent: C1(=CC=CC=C1)C (toluene). The product is BrC1=CC2=C(N3C4=C(C(N2)=S)C=CC=C4CC3)C=C1 (9-Bromo-1,2-dihydrobenzo[b]pyrrolo[3,2,1-jk][1,4]benzodiazepin-6-thione). The yield is 63.4%. RXN SMILES: [Br:1][C:2]1[CH:19]=[CH:18][C:5]2[N:6]3[CH2:17][CH2:16][C:15]4[C:7]3=[C:8]([CH:12]=[CH:13][CH:14]=4)[C:9](=O)[NH:10][C:4]=2[CH:3]=1.COC1C=CC(P2(=S)SP(=S)(C3C=CC(OC)=CC=3)[S:29]2)=CC=1>C1(C)C=CC=CC=1>[Br:1][C:2]1[CH:19]=[CH:18][C:5]2[N:6]3[CH2:17][CH2:16][C:15]4[C:7]3=[C:8]([CH:12]=[CH:13][CH:14]=4)[C:9](=[S:29])[NH:10][C:4]=2[CH:3]=1. Procedure: To 9-bromo-1,2-dihydrobenzo[b]pyrrolo[3,2,1-jk][1,4]benzodiazepin-6-one (9 g) in toluene (175 ml), under nitrogen, was added 2,4-bis(4-methoxyphenyl)-1,3-dithia-2,4-diphosphetane-2,4-disulfide (12.6 g). The mixture was refluxed for 1 hr and concentrated under reduced pressure. Recrystallization of the residue from chloroform:hexane afforded 6 g (63%) of product, mp 196°-197° C. Reactants: Cl.Cl.NC1=CC(=C(C(=O)NCC2CCNCC2)C=C1Cl)OC (4-Amino-5-chloro-2-methoxy-N-(piperidin-4-ylmethyl)benzamide dihydrochloride), C1OC(CCBr)(C2=CC=CC=C2)OC1 (3,3-ethylenedioxy-3-phenylpropyl bromide). Product: NC1=CC(=C(C(=O)NCC2CCN(CC2)CCC2(C3=CC=CC=C3)OCCO2)C=C1Cl)OC (4-amino-5-chloro-N-((1-(3,3-ethylenedioxy-3-phenylpropyl)piperidin-4-yl)methyl)-2-methoxybenzamide). Isolated yield 99.9%. Reaction SMILES: Cl.Cl.[NH2:3][C:4]1[C:19]([Cl:20])=[CH:18][C:7]([C:8]([NH:10][CH2:11][CH:12]2[CH2:17][CH2:16][NH:15][CH2:14][CH2:13]2)=[O:9])=[C:6]([O:21][CH3:22])[CH:5]=1.[CH2:23]1[CH2:36][O:35][C:25]([C:29]2[CH:34]=[CH:33][CH:32]=[CH:31][CH:30]=2)([CH2:26][CH2:27]Br)[O:24]1>>[NH2:3][C:4]1[C:19]([Cl:20])=[CH:18][C:7]([C:8]([NH:10][CH2:11][CH:12]2[CH2:13][CH2:14][N:15]([CH2:27][CH2:26][C:25]3([O:24][CH2:23][CH2:36][O:35]3)[C:29]3[CH:34]=[CH:33][CH:32]=[CH:31][CH:30]=3)[CH2:16][CH2:17]2)=[O:9])=[C:6]([O:21][CH3:22])[CH:5]=1 |f:0.1.2|. Procedure: 4-Amino-5-chloro-2-methoxy-N-(piperidin-4-ylmethyl)benzamide dihydrochloride (7.2 g) and 3,3-ethylenedioxy-3-phenylpropyl bromide (6.0 g) were reacted and treated in the same manner as in Example 172 to give 9.2 g of 4-amino-5-chloro-N-((1-(3,3-ethylenedioxy-3-phenylpropyl)piperidin-4-yl)methyl)-2-methoxybenzamide. The reactants are CC(=O)Cl, CCOC(=N)N1Cc2ccccc2-c2ccccc2C1. Yields the product CCOC(=NC(C)=O)N1Cc2ccccc2-c2ccccc2C1. Reaction SMILES: [CH3:21][C:22]([Cl:23])=[O:24].[cH:1]1[cH:2][cH:3][cH:4][c:5]2[c:11]1-[c:10]1[c:9]([cH:15][cH:14][cH:13][cH:12]1)[CH2:8][N:7]([C:16]([O:17][CH2:18][CH3:19])=[NH:20])[CH2:6]2>>[cH:1]1[cH:2][cH:3][cH:4][c:5]2[c:11]1-[c:10]1[c:9]([cH:15][cH:14][cH:13][cH:12]1)[CH2:8][N:7]([C:16]([O:17][CH2:18][CH3:19])=[N:20][C:22]([CH3:21])=[O:24])[CH2:6]2. Reactants: CC=1C=C(C=C(C1)C)CC(C1=C(C(=CC=C1)C)C)N=C=S ([2-(3,5-dimethyl-phenyl)-1-(2,3-dimethyl-phenyl)-ethyl]-isothiocyanate), C(O)CN (ethanolamine). The solvent is C(Cl)(Cl)Cl (chloroform). Run at time 3 hour. Product: CC=1C=C(C=C(C1)C)CC(C1=C(C(=CC=C1)C)C)NC(=S)NCCO (1-[2-(3,5-Dimethylphenyl)-1-(2,3-dimethyl-phenyl)-ethyl]-3-(2-hydroxy-ethyl)-thiourea). Yield: 95.9%. RXN SMILES: [CH3:1][C:2]1[CH:3]=[C:4]([CH2:9][CH:10]([N:19]=[C:20]=[S:21])[C:11]2[CH:16]=[CH:15][CH:14]=[C:13]([CH3:17])[C:12]=2[CH3:18])[CH:5]=[C:6]([CH3:8])[CH:7]=1.[CH2:22]([CH2:24][NH2:25])[OH:23]>C(Cl)(Cl)Cl>[CH3:1][C:2]1[CH:3]=[C:4]([CH2:9][CH:10]([NH:19][C:20]([NH:25][CH2:24][CH2:22][OH:23])=[S:21])[C:11]2[CH:16]=[CH:15][CH:14]=[C:13]([CH3:17])[C:12]=2[CH3:18])[CH:5]=[C:6]([CH3:8])[CH:7]=1. Procedure details: To a solution of [2-(3,5-dimethyl-phenyl)-1-(2,3-dimethyl-phenyl)-ethyl]-isothiocyanate (81.9 g) in chloroform (1 l) was added ethanolamine (25.4 g) dropwise at room temperature. The mixture was stirred for 3 hours and the solvent evaporated, the remainder dissolved in ethyl acetate and washed 6 times with water. The solution was dried over sodium sulphate. Removal of the solvent in vacuo yielded the 1-[2-(3,5-Dimethylphenyl)-1-(2,3-dimethyl-phenyl)-ethyl]-3-(2-hydroxy-ethyl)-thiourea (94.8 g) a... Conditions: temperature 25 celsius, time 48 hour. Yield: 81.4%. Starting materials: C([O-])([O-])=O.[K+].[K+] (potassium carbonate), BrC=1C=C(C(=NC1)Cl)N (5-bromo-2-chloropyridin-3-amine), N1=CC=CC=C1 (pyridine), CS(=O)(=O)Cl (methanesulfonyl chloride), Cl (HCl), C(C)(=O)[O-].[Na+] (sodium acetate). Reported procedure: To a 25 mL round-bottomed flask was added was added 5-bromo-2-chloropyridin-3-amine (1.50 g, 7.23 mmol, Asymchem, Morrisville, N.C.), pyridine (20.0 mL, 248 mmol) and methanesulfonyl chloride (2.8 mL, 36 mmol). The mixture was stirred at 25° C. for 48 h. The mixture was then concentrated in vacuo and the residue was treated with methanol (30 mL), 1,4-dioxane (30 mL) and potassium carbonate (10 g, 72 mmol) and stirred at 60° C. for 5 h. The mixture was poured into water (300 mL) and acidified to ... Run in O1CCOCC1 (1,4-dioxane), CO (methanol), O (water). Yields the product BrC=1C=C(C(=NC1)Cl)NS(=O)(=O)C (N-(5-bromo-2-chloropyridin-3-yl)methanesulfonamide). Reaction SMILES: [Br:1][C:2]1[CH:3]=[C:4]([NH2:9])[C:5]([Cl:8])=[N:6][CH:7]=1.N1C=CC=CC=1.[CH3:16][S:17](Cl)(=[O:19])=[O:18].C(=O)([O-])[O-].[K+].[K+].Cl.C([O-])(=O)C.[Na+]>O.O1CCOCC1.CO>[Br:1][C:2]1[CH:3]=[C:4]([NH:9][S:17]([CH3:16])(=[O:19])=[O:18])[C:5]([Cl:8])=[N:6][CH:7]=1 |f:3.4.5,7.8|. RXN SMILES: [CH3:28][C:29]1([CH3:30])[C:31]([CH3:32])([CH3:33])[O:34][B:35]([c:36]2[cH:37][n:38][nH:39][cH:40]2)[O:41]1.[CH3:49][N:50]([CH3:51])[CH:52]=[O:53].[Cl:1][c:2]1[cH:3][n:4][c:5]([NH:7][S:8](=[O:9])(=[O:10])[c:11]2[cH:12][c:13]([C:26]#[N:27])[c:14]([O:17][c:18]3[c:19]([I:25])[cH:20][c:21]([F:24])[cH:22][cH:23]3)[cH:15][cH:16]2)[s:6]1.[Na+:42].[Na+:43].[O-:44][C:45](=[O:46])[O-:47].[OH2:48]>>[Cl:1][c:2]1[cH:3][n:4][c:5]([NH:7][S:8](=[O:9])(=[O:10])[c:11]2[cH:12][c:13]([C:26]#[N:27])[c:14]([O:17][c:18]3[c:19](-[c:36]4[cH:37][n:38][nH:39][cH:40]4)[cH:20][c:21]([F:24])[cH:22][cH:23]3)[cH:15][cH:16]2)[s:6]1. Starting materials: CC1(C)OB(c2cn[nH]c2)OC1(C)C, CN(C)C=O, N#Cc1cc(S(=O)(=O)Nc2ncc(Cl)s2)ccc1Oc1ccc(F)cc1I, [Na+], [Na+], O=C([O-])[O-], O. Yields the product N#Cc1cc(S(=O)(=O)Nc2ncc(Cl)s2)ccc1Oc1ccc(F)cc1-c1cn[nH]c1. Starting materials: CC(C)(C(=O)[O-])P(=O)(O)OC (Trimethylphosphonoacetate), [H-].[Na+] (sodium hydride), O1CCCC1 (tetrahydrofuran), O (water), ClC1=CC2=C(C(C3=C(CC2)C=CC=C3)=O)C=C1 (2-chloro-10,11-dihydro-5H-dibenzo[a,d]cyclohepten-5-one), O1CCCC1 (tetrahydrofuran). Reaction SMILES: C[C:2](P(OC)(O)=O)([C:4]([O-:6])=[O:5])[CH3:3].[H-].[Na+].[Cl:14][C:15]1[CH:30]=[CH:29][C:18]2C(=O)[C:20]3[CH:27]=[CH:26][CH:25]=[CH:24][C:21]=3[CH2:22][CH2:23][C:17]=2[CH:16]=1.O.O1CC[CH2:34][CH2:33]1>>[CH2:33]([O:6][C:4](=[O:5])[CH:2]=[C:3]1[C:18]2[CH:29]=[CH:30][C:15]([Cl:14])=[CH:16][C:17]=2[CH2:23][CH2:22][C:21]2[CH:20]=[CH:27][CH:26]=[CH:25][C:24]1=2)[CH3:34] |f:1.2|. Reaction conditions: time 1 hour. The product is C(C)OC(C=C1C2=C(CCC3=C1C=CC(=C3)Cl)C=CC=C2)=O (2-chloro-10,11-dihydro-5H-dibenzo-[a,d]cyclohepten-5-ylideneacetic acid ethyl ester). Reported procedure: Trimethylphosphonoacetate (0.53 mole) is added dropwise with stirring to a suspension of sodium hydride (0.48 mole, 50% dispersion in oil) in 250 ml of tetrahydrofuran at 30°-35° C. After the addition, the reaction is stirred for one hr at 20°-30° C. To this reaction mixture, 2-chloro-10,11-dihydro-5H-dibenzo[a,d]cyclohepten-5-one[0.16 mole, described by S. O. Winthrop, et al., J. Org. Chem., 27, 230 (1962)] in 400 ml of tetrahydrofuran is added. After refluxing for 20 hr the red colored solutio... The reactants are C1(=CC=CC=C1)NN (phenylhydrazine), O=C1CCC(CC1)C(=O)OCC (ethyl 4-oxocyclohexanecarboxylate), ice water. The solvent is C(C)(=O)O (acetic acid). The product is C1CC(CC=2C3=CC=CC=C3NC12)C(=O)OCC (Ethyl 1,2,3,4-tetrahydrocarbazole-3-carboxylate). The yield is 93.8%. RXN SMILES: [C:1]1([NH:7]N)[CH:6]=[CH:5][CH:4]=[CH:3][CH:2]=1.O=[C:10]1[CH2:15][CH2:14][CH:13]([C:16]([O:18][CH2:19][CH3:20])=[O:17])[CH2:12][CH2:11]1>C(O)(=O)C>[CH2:15]1[C:10]2[NH:7][C:1]3[C:2](=[CH:3][CH:4]=[CH:5][CH:6]=3)[C:11]=2[CH2:12][CH:13]([C:16]([O:18][CH2:19][CH3:20])=[O:17])[CH2:14]1. Procedure: A solution of 1.08 g of phenylhydrazine and 1.84 g of ethyl 4-oxocyclohexanecarboxylate in 25 ml of acetic acid was refluxed for 30 minutes and then poured into ice water. The aqueous layer was extracted with ethyl acetate. The organic extract was washed thoroughly with a saturated aqueous solution of sodium hydrogencarbonate, dried over anhydrous magnesium sulfate, and concentrated by evaporation under reduced pressure. The resulting residue was subjected to column chromatography using 50 g of ...